The task is: describe an organic reaction: reactants, conditions, products, and yield. This data is from the Open Reaction Database (ORD), a public repository of structured organic reaction records. Starting materials: C1(=CC=CC=C1)C1=NC2=CC=CC=C2C(=N1)C(=O)OCC (ethyl 2-phenylquinazoline-4-carboxylate), C(CCC)[Li] (butyllithium), N1CC(CCC1)CO (piperidine-3-methanol), solution. Solvent: CCCCCC (hexane), O1CCCC1 (tetrahydrofuran). Product: C1(=CC=CC=C1)C1=NC2=CC=CC=C2C(=N1)C(=O)N1CC(CCC1)CO (1-[(2-phenylquinazolin-4-yl)-carbonyl]-piperidine-3-methanol). RXN SMILES: [C:1]1([C:7]2[N:16]=[C:15]([C:17]([O:19]CC)=O)[C:14]3[C:9](=[CH:10][CH:11]=[CH:12][CH:13]=3)[N:8]=2)[CH:6]=[CH:5][CH:4]=[CH:3][CH:2]=1.[NH:22]1[CH2:27][CH2:26][CH2:25][CH:24]([CH2:28][OH:29])[CH2:23]1.C([Li])CCC>CCCCCC.O1CCCC1>[C:1]1([C:7]2[N:16]=[C:15]([C:17]([N:22]3[CH2:27][CH2:26][CH2:25][CH:24]([CH2:28][OH:29])[CH2:23]3)=[O:19])[C:14]3[C:9](=[CH:10][CH:11]=[CH:12][CH:13]=3)[N:8]=2)[CH:2]=[CH:3][CH:4]=[CH:5][CH:6]=1. Procedure: The procedure of Example 24 is followed using ethyl 2-phenylquinazoline-4-carboxylate (3 g), piperidine-3-methanol (2.9 g), a 1.6M solution of butyllithium in hexane (31 ml) and tetrahydrofuran (20 ml) as the starting materials. After recrystallisation from ethyl acetate, 1-[(2-phenylquinazolin-4-yl)-carbonyl]-piperidine-3-methanol (1 g), melting at 142° C., is obtained. The reactants are O=C1C=CC(=O)C=C1, CS(C)=O, O=[N+]([O-])c1cc([N+](=O)[O-])c(CCc2c([N+](=O)[O-])cc([N+](=O)[O-])cc2[N+](=O)[O-])c([N+](=O)[O-])c1, O. Product: O=[N+]([O-])c1cc([N+](=O)[O-])c(C=Cc2c([N+](=O)[O-])cc([N+](=O)[O-])cc2[N+](=O)[O-])c([N+](=O)[O-])c1. As a reaction SMILES: [C:33]1(=[O:34])[CH:35]=[CH:36][C:37](=[O:38])[CH:39]=[CH:40]1.[CH3:41][S:42](=[O:43])[CH3:44].[N+:1](=[O:2])([O-:3])[c:4]1[c:5]([CH2:16][CH2:17][c:18]2[c:19]([N+:30](=[O:31])[O-:32])[cH:20][c:21]([N+:27](=[O:28])[O-:29])[cH:22][c:23]2[N+:24](=[O:25])[O-:26])[c:6]([N+:13](=[O:14])[O-:15])[cH:7][c:8]([N+:10](=[O:11])[O-:12])[cH:9]1.[OH2:45]>>[N+:1](=[O:2])([O-:3])[c:4]1[c:5]([CH:16]=[CH:17][c:18]2[c:19]([N+:30](=[O:31])[O-:32])[cH:20][c:21]([N+:27](=[O:28])[O-:29])[cH:22][c:23]2[N+:24](=[O:25])[O-:26])[c:6]([N+:13](=[O:14])[O-:15])[cH:7][c:8]([N+:10](=[O:11])[O-:12])[cH:9]1. The reactants are C=O, CO, CC(Nc1cc(-c2cc3nccn3c(N3CC4CC3CN4)n2)ccn1)c1ccccc1, ClCCl. The product is CC(Nc1cc(-c2cc3nccn3c(N3CC4CC3CN4C)n2)ccn1)c1ccccc1. Reaction SMILES: [CH2:32]=[O:33].[CH3:34][OH:35].[CH:1]12[N:2]([c:8]3[n:9][c:10](-[c:17]4[cH:18][c:19]([NH:23][CH:24]([CH3:25])[c:26]5[cH:27][cH:28][cH:29][cH:30][cH:31]5)[n:20][cH:21][cH:22]4)[cH:11][c:12]4[n:13]3[cH:14][cH:15][n:16]4)[CH2:3][CH:4]([NH:5][CH2:6]1)[CH2:7]2.[Cl:36][CH2:37][Cl:38]>>[CH:1]12[N:2]([c:8]3[n:9][c:10](-[c:17]4[cH:18][c:19]([NH:23][CH:24]([CH3:25])[c:26]5[cH:27][cH:28][cH:29][cH:30][cH:31]5)[n:20][cH:21][cH:22]4)[cH:11][c:12]4[n:13]3[cH:14][cH:15][n:16]4)[CH2:3][CH:4]([N:5]([CH3:32])[CH2:6]1)[CH2:7]2. The reactants are CC(=O)[O-], CCO, [Cl-], COc1ccc(C(=O)C(F)(F)F)cc1OC, [Na+], O, [NH3+]O. Yields the product COc1ccc(C(=NO)C(F)(F)F)cc1OC. As a reaction SMILES: [CH3:21][C:22](=[O:23])[O-:24].[CH3:25][CH2:26][OH:27].[Cl-:17].[F:1][C:2]([C:3](=[O:4])[c:5]1[cH:6][c:7]([O:13][CH3:14])[c:8]([O:11][CH3:12])[cH:9][cH:10]1)([F:15])[F:16].[Na+:20].[OH2:28].[OH:18][NH3+:19]>>[F:1][C:2]([C:3]([c:5]1[cH:6][c:7]([O:13][CH3:14])[c:8]([O:11][CH3:12])[cH:9][cH:10]1)=[N:19][OH:18])([F:15])[F:16]. The reactants are C(C)(C)(C)OC(=O)N1C(CC=CC1)B1OC(C(O1)(C)C)(C)C ((4,4,5, 5-tetramethyl-[1,3,2]dioxaborolan-2-yl)-3,6-dihydro-2H-pyridine-1-carboxylic acid tert-butyl ester), C(=O)([O-])[O-].[Na+].[Na+] (Na2CO3), Pd(Ph3)4, boronate ester, BrC1=CC=C(C=C1)C1=CN=C(O1)NC1=CC(=CC=C1)Cl ([5-(4-bromo-phenyl)-oxazol-2-yl]-(3-chloro-phenyl)-amine). Run in COCCOC (DME). Conditions: temperature 100 celsius. The product is C(C)(C)(C)OC(=O)N1CCC(=CC1)C1=CC=C(C=C1)C1=CN=C(O1)NC1=CC(=CC=C1)Cl (4-{4-[2-(3-Chlorophenylamino)-oxazol-5-yl]-phenyl}-3,6-dihydro-2H-pyridine-1-carboxylic acid tert-butyl ester). As a reaction SMILES: [C:1]([O:5][C:6]([N:8]1[CH2:13][CH:12]=[CH:11][CH2:10][CH:9]1B1OC(C)(C)C(C)(C)O1)=[O:7])([CH3:4])([CH3:3])[CH3:2].Br[C:24]1[CH:29]=[CH:28][C:27]([C:30]2[O:34][C:33]([NH:35][C:36]3[CH:41]=[CH:40][CH:39]=[C:38]([Cl:42])[CH:37]=3)=[N:32][CH:31]=2)=[CH:26][CH:25]=1.C([O-])([O-])=O.[Na+].[Na+]>COCCOC>[C:1]([O:5][C:6]([N:8]1[CH2:13][CH:12]=[C:11]([C:24]2[CH:25]=[CH:26][C:27]([C:30]3[O:34][C:33]([NH:35][C:36]4[CH:41]=[CH:40][CH:39]=[C:38]([Cl:42])[CH:37]=4)=[N:32][CH:31]=3)=[CH:28][CH:29]=2)[CH2:10][CH2:9]1)=[O:7])([CH3:2])([CH3:3])[CH3:4] |f:2.3.4|. Reported procedure: Preparation of -(4,4,5, 5-tetramethyl-[1,3,2]dioxaborolan-2-yl)-3,6-dihydro-2H-pyridine-1-carboxylic acid tert-butyl ester has been described [Tet. Lett. 41(19), 3705-3708, 2000]. The boronate ester (1.1 g, 3.6 mmol, 1.5 equiv) and [5-(4-bromo-phenyl)-oxazol-2-yl]-(3-chloro-phenyl)-amine (0.84 g, 2.4 mmol, 1.0 equiv) were dissolved in 12 mL DME and then charged with 3 mL of a 2M Na2CO3 solution. Pd(Ph3)4 on polystyrene resin (0.72 g, 0.072 mmol) was added, and the suspension was sparged with nit...